Dataset: the Open Reaction Database (ORD), a public repository of structured organic reaction records. Task: describe an organic reaction: reactants, conditions, products, and yield Procedure details: The synthesis of intermediates leading to different values of m and X is within the capability of one skilled in the art. Example 3 details the method of making the compound wherein X is --CH(CH3)-- and m is 2. This synthesis starts with the reduction of 2-(4-chlorophenyl)propionic acid with lithium aluminum hydride, producing 2-(4-chlorophenyl)propanol. Oxidation of this alcohol with pyridinium chlorochromate in methylene chloride produces 2-(4-chlorophenyl)propionaldehyde. This aldehyde is the... Reaction SMILES: [Cl:1][C:2]1[CH:7]=[CH:6][C:5]([CH:8]([CH3:11])[CH:9]=O)=[CH:4][CH:3]=1.[C:12]([CH:17]=P(C1C=CC=CC=1)(C1C=CC=CC=1)C1C=CC=CC=1)([O:14][CH2:15][CH3:16])=[O:13]>>[Cl:1][C:2]1[CH:7]=[CH:6][C:5]([CH:8]([CH3:11])[CH:9]=[CH:17][C:12]([O:14][CH2:15][CH3:16])=[O:13])=[CH:4][CH:3]=1. Starting materials: ClC1=CC=C(C=C1)C(C=O)C (2-(4-chlorophenyl)propionaldehyde), C(=O)(OCC)C=P(C1=CC=CC=C1)(C1=CC=CC=C1)C1=CC=CC=C1 ((carbethoxymethylene)triphenylphosphorane). Yields the product ClC1=CC=C(C=C1)C(C=CC(=O)OCC)C (ethyl 4-(4-chlorophenyl)-2-pentenoate).